Dataset: the Open Reaction Database (ORD), a public repository of structured organic reaction records. Task: describe an organic reaction: reactants, conditions, products, and yield The reactants are CC1=C(C=NC=C1)N1C(NCC1)=O (1-(4-methyl-pyridin-3-yl)-imidazolidin-2-one), BrC1=CC(=NC=C1)C (4-bromo-2-methyl-pyridine), N[C@H]1[C@@H](CCCC1)N (trans-1,2-diamino cyclohexane), P(=O)([O-])([O-])[O-].[K+].[K+].[K+] (potassium phosphate). The reagents and catalysts are [Cu](I)I (copper iodide). Run in O1CCOCC1 (1,4-dioxane). Product: CC1=C(C=NC=C1)N1C(N(CC1)C1=CC(=NC=C1)C)=O (1-(4-Methyl-pyridin-3-yl)-3-(2-methyl-pyridin-4-yl)-imidazolidin-2-one). The yield is 87.1%. RXN SMILES: [CH3:1][C:2]1[CH:7]=[CH:6][N:5]=[CH:4][C:3]=1[N:8]1[CH2:12][CH2:11][NH:10][C:9]1=[O:13].Br[C:15]1[CH:20]=[CH:19][N:18]=[C:17]([CH3:21])[CH:16]=1.N[C@@H]1CCCC[C@H]1N.P([O-])([O-])([O-])=O.[K+].[K+].[K+]>[Cu](I)I.O1CCOCC1>[CH3:1][C:2]1[CH:7]=[CH:6][N:5]=[CH:4][C:3]=1[N:8]1[CH2:12][CH2:11][N:10]([C:15]2[CH:20]=[CH:19][N:18]=[C:17]([CH3:21])[CH:16]=2)[C:9]1=[O:13] |f:3.4.5.6|. Procedure: Using the same reaction conditions as in Example 14, 1-(4-methyl-pyridin-3-yl)-imidazolidin-2-one (I-14b: 100 mg, 0.5649 mmol) was reacted with 4-bromo-2-methyl-pyridine (97 mg, 0.5649 mmol), 1,4-dioxane (5 mL), copper iodide (10.76 mg, 0.05649 mmol), trans-1,2-diamino cyclohexane (19.4 mg, 0.1694 mmol) and potassium phosphate (359.58 mg, 1.694 mmol) to afford the crude product. Purification by column chromatography on silica gel (2% MeOH in CHCl3) afforded 132 mg of the product (88.0% yield). Starting materials: C(C=C)OC(NC1=C(SC(=C1)C1=CC(=CC=C1)Cl)C(C)(C)O)=O ([5-(3-Chloro-phenyl)-2-(1-hydroxy-1-methyl-ethyl)-thiophen-3-yl]-carbamic acid allyl ester). The solvent is C1CCOC1 (THF). Run at time 15 minute. Yields the product ClC=1C=C(C=CC1)C1=CC=2NC(OC(C2S1)(C)C)=O (6-(3 -Chlorophenyl)-1,4-dihydro-4,4-dimethyl-2H-thieno[3,2-d][1,3]oxazin-2-one). RXN SMILES: C([O:4][C:5](=[O:23])[NH:6][C:7]1[CH:11]=[C:10]([C:12]2[CH:17]=[CH:16][CH:15]=[C:14]([Cl:18])[CH:13]=2)[S:9][C:8]=1[C:19](O)([CH3:21])[CH3:20])C=C>C1COCC1>[Cl:18][C:14]1[CH:13]=[C:12]([C:10]2[S:9][C:8]3[C:19]([CH3:20])([CH3:21])[O:23][C:5](=[O:4])[NH:6][C:7]=3[CH:11]=2)[CH:17]=[CH:16][CH:15]=1. Procedure: To a solution of [5-(3-Chloro-phenyl)-2-(1-hydroxy-1-methyl-ethyl)-thiophen-3-yl]-carbamic acid allyl ester (0.12 g, 0.34 mmol) in anhydrous THF (5.0 mL) was added KOtBU (0.076 g, 0.068 mmol) and stirred for 15 minutes, quenched with H2O, and in situ crystallization was carried out by adding minimal amount of MeOH to the solution. The white crystals were collected on a Büchner funnel, mp 123-125° C. 1H NMR (DMSO-d6) δ1.64(s, 6H), 7.05(s, 1H), 7.37-7.48(m, 2H), 7.53-7.56(s, 1H), 7.67-7.68 (m, 1H)... Starting materials: CC(C)(C)C(Cn1cnc2cc(Cl)c(Cl)cc21)OC(=O)Oc1ccc([N+](=O)[O-])cc1, CN(C)C=O, CCN(C(C)C)C(C)C, Cl, C1COCCO1, CC(C)(C)OC(=O)NCC(O)CNS(=O)(=O)c1ccccn1, CC(C)(C)OC(=O)NCC(O)CNS(=O)(=O)c1ccccn1. Product: CC(C)(C)C(Cn1cnc2cc(Cl)c(Cl)cc21)OC(=O)NCC(O)CNS(=O)(=O)c1ccccn1. Reaction SMILES: [C:46]([O:47][CH:48]([C:49]([CH3:50])([CH3:51])[CH3:52])[CH2:53][n:54]1[cH:55][n:56][c:57]2[c:58]1[cH:59][c:60]([Cl:64])[c:61]([Cl:63])[cH:62]2)([O:65][c:66]1[cH:67][cH:68][c:69]([N+:70]([O-:71])=[O:72])[cH:73][cH:74]1)=[O:75].[CH3:91][N:92]([CH3:93])[CH:94]=[O:95].[CH:76]([N:77]([CH:78]([CH3:79])[CH3:80])[CH2:81][CH3:82])([CH3:83])[CH3:84].[ClH:45].[O:85]1[CH2:86][CH2:87][O:88][CH2:89][CH2:90]1.[OH:1][CH:2]([CH2:3][NH:4][C:5](=[O:6])[O:7][C:8]([CH3:9])([CH3:10])[CH3:11])[CH2:12][NH:13][S:14](=[O:15])(=[O:16])[c:17]1[n:18][cH:19][cH:20][cH:21][cH:22]1.[OH:23][CH:24]([CH2:25][NH:26][S:27]([c:28]1[cH:29][cH:30][cH:31][cH:32][n:33]1)(=[O:34])=[O:35])[CH2:36][NH:37][C:38](=[O:39])[O:40][C:41]([CH3:42])([CH3:43])[CH3:44]>>[OH:1][CH:2]([CH2:3][NH:4][C:46]([O:47][CH:48]([C:49]([CH3:50])([CH3:51])[CH3:52])[CH2:53][n:54]1[cH:55][n:56][c:57]2[c:58]1[cH:59][c:60]([Cl:64])[c:61]([Cl:63])[cH:62]2)=[O:75])[CH2:12][NH:13][S:14](=[O:15])(=[O:16])[c:17]1[n:18][cH:19][cH:20][cH:21][cH:22]1. Starting materials: C1(=CC=CC=C1)P(C1=CC=CC=C1)C1=CC=CC=C1 (triphenylphosphine), CC(C)OC(=O)/N=N/C(=O)OC(C)C (diisopropylazodicarboxylate), C(C)(C)(C)OC(=O)N1CC(CC1)O ((RS)-3-hydroxy-pyrrolidine-1-carboxylic acid tert-butyl ester), C(C)(=S)O (thioacetic acid). Solvent: C1CCOC1 (THF), C1CCOC1 (THF). Run at temperature 0 celsius, time 30 minute. The product is C(C)(C)(C)OC(=O)N1CC(CC1)SC(C)=O ((RS)-3-acetylsulfanyl-pyrrolidine-1-carboxylic acid tert-butyl ester). Isolated yield 106.9%. RXN SMILES: C1(P(C2C=CC=CC=2)C2C=CC=CC=2)C=CC=CC=1.CC(OC(/N=N/C(OC(C)C)=O)=O)C.[C:34]([O:38][C:39]([N:41]1[CH2:45][CH2:44][CH:43](O)[CH2:42]1)=[O:40])([CH3:37])([CH3:36])[CH3:35].[C:47]([OH:50])(=[S:49])[CH3:48]>C1COCC1>[C:34]([O:38][C:39]([N:41]1[CH2:45][CH2:44][CH:43]([S:49][C:47](=[O:50])[CH3:48])[CH2:42]1)=[O:40])([CH3:37])([CH3:36])[CH3:35]. Procedure details: To a 0° C. solution of triphenylphosphine (2.1 g, 8 mmol) in THF (14 ml) was added dropwise (15 minutes) diisopropylazodicarboxylate (1.55 ml, 8 mmol). After 30 minutes stirring at 0° C., a solution containing (RS)-3-hydroxy-pyrrolidine-1-carboxylic acid tert-butyl ester (1 g, 5.34 mmol) and thioacetic acid (0.57 ml, 8 mmol) in THF (7 ml) was added dropwise. The reaction mixture was stirred 30 minutes at 0° C., 45 minutes at room temperature and concentrated. The residue was chromatographed over... Reactants: C(C)OC1=CC=C(C=O)C=C1 (4-ethoxybenzaldehyde), C1(CCCCC1)NO (N-cyclohexylhydroxylamine), C1(=CC=C(C=C1)S(=O)(=O)O)C (p-toluenesulfonic acid). Run in C1=CC=CC=C1 (benzene). Product: C(C)OC1=CC=C(C=C1)C=[N+]([O-])C1CCCCC1 (α-(4Ethoxyphenyl)-N-cyclohexylnitrone). Isolated yield 84.3%. Reaction SMILES: [CH2:1]([O:3][C:4]1[CH:11]=[CH:10][C:7]([CH:8]=O)=[CH:6][CH:5]=1)[CH3:2].[CH:12]1([NH:18][OH:19])[CH2:17][CH2:16][CH2:15][CH2:14][CH2:13]1.C1(C)C=CC(S(O)(=O)=O)=CC=1>C1C=CC=CC=1>[CH2:1]([O:3][C:4]1[CH:11]=[CH:10][C:7]([CH:8]=[N+:18]([CH:12]2[CH2:17][CH2:16][CH2:15][CH2:14][CH2:13]2)[O-:19])=[CH:6][CH:5]=1)[CH3:2]. Procedure details: A solution of 4-ethoxybenzaldehyde (6.62 g, 44.1 mmol) in 200 mL of benzene was refluxed with N-cyclohexylhydroxylamine (6.61 g, 57.4 mmol) in the presence of p-toluenesulfonic acid (0.8 g, 4 mmol) for 72 h. After rotary evaporation, the residue was purified by recrystallization from hexanes and ethylene glycol dimethyl ether (100 mL, 3:1, v:v) to give the title compound (9.2 g, 84% yield) as a solid, m.p. 124.0° C. Reported procedure: In a manner analogous to that set forth in A of this example, but substituting 1-bromo-2,3-epoxypropane for 2-bromoethylacetate, 3-(2,3-epoxy-n-propoxy)benzamide was prepared. Reaction SMILES: Br[CH2:2][CH2:3][O:4][C:5](=[O:7])[CH3:6].O1CC1C[O:11][C:12]1[CH:13]=[C:14]([CH:18]=[CH:19][CH:20]=1)[C:15]([NH2:17])=[O:16]>>[C:5]([O:4][CH2:3][CH2:2][O:11][C:12]1[CH:13]=[C:14]([CH:18]=[CH:19][CH:20]=1)[C:15]([NH2:17])=[O:16])(=[O:7])[CH3:6]. The product is C(C)(=O)OCCOC=1C=C(C(=O)N)C=CC1 (3-(2-Acetoxyethoxy)benzamide). Starting materials: BrCCOC(C)=O (2-bromoethylacetate), O1C(COC=2C=C(C(=O)N)C=CC2)C1 (3-(2,3-epoxy-n-propoxy)benzamide). The reactants are SC=1NC=C(N1)C(=O)OCC (ethyl 2-mercapto-4-imidazole carboxylate), C(=O)([O-])[O-].[K+].[K+] (K2CO3), CI (MeI). Solvent: CN(C)C=O (DMF). Conditions: time 18 hour. The product is CSC=1NC=C(N1)C(=O)OCC (Ethyl 2-methylthio-4-imidazole carboxylate). RXN SMILES: [SH:1][C:2]1[NH:3][CH:4]=[C:5]([C:7]([O:9][CH2:10][CH3:11])=[O:8])[N:6]=1.[C:12]([O-])([O-])=O.[K+].[K+].CI>CN(C=O)C>[CH3:12][S:1][C:2]1[NH:3][CH:4]=[C:5]([C:7]([O:9][CH2:10][CH3:11])=[O:8])[N:6]=1 |f:1.2.3|. Procedure details: To a mixture of ethyl 2-mercapto-4-imidazole carboxylate (II) (49.82 g, 289 mmol) and K2CO3 (79.92 g, 579 mmol) in DMF (1500 mL) was added MeI (18.55 mL, 298 mmol) at room temperature, with stirring. After 18 hrs, it was filtered. The filtrate was concentrated under high vacuum to remove DMF. The residue was then filtered through a silica gel pad with EtOAc, and concentrated. PhMe (200 mL) was then added, followed by addition of Hexanes (1000 mL), precipitating III (50.5 g, 94%) as a yellow soli... Starting materials: Cc1ccc(Nc2ncc(-c3ccc(OC(F)F)cc3)cn2)cc1CCOS(C)(=O)=O, CCOC(=O)C1CCNCC1, CN(C)C=O. Yields the product CCOC(=O)C1CCN(CCc2cc(Nc3ncc(-c4ccc(OC(F)F)cc4)cn3)ccc2C)CC1. Reaction SMILES: [CH3:1][S:2]([O:3][CH2:6][CH2:7][c:8]1[c:9]([CH3:31])[cH:10][cH:11][c:12]([NH:14][c:15]2[n:16][cH:17][c:18](-[c:21]3[cH:22][cH:23][c:24]([O:27][CH:28]([F:29])[F:30])[cH:25][cH:26]3)[cH:19][n:20]2)[cH:13]1)(=[O:4])=[O:5].[NH:32]1[CH2:33][CH2:34][CH:35]([C:38](=[O:39])[O:40][CH2:41][CH3:42])[CH2:36][CH2:37]1.[O:43]=[CH:44][N:45]([CH3:46])[CH3:47]>>[CH2:6]([CH2:7][c:8]1[c:9]([CH3:31])[cH:10][cH:11][c:12]([NH:14][c:15]2[n:16][cH:17][c:18](-[c:21]3[cH:22][cH:23][c:24]([O:27][CH:28]([F:29])[F:30])[cH:25][cH:26]3)[cH:19][n:20]2)[cH:13]1)[N:32]1[CH2:33][CH2:34][CH:35]([C:38](=[O:39])[O:40][CH2:41][CH3:42])[CH2:36][CH2:37]1. The reactants are CO, COc1ccc(CN(c2ccccc2)c2cc(Cl)nn3c(C#N)cnc23)cc1, [Na+], C1COCCO1, [OH-]. Product: COc1ccc(CN(c2ccccc2)c2cc(Cl)nn3c(C(N)=O)cnc23)cc1. Reaction SMILES: [CH3:31][OH:32].[Cl:1][c:2]1[cH:3][c:4]([N:13]([c:14]2[cH:15][cH:16][cH:17][cH:18][cH:19]2)[CH2:20][c:21]2[cH:22][cH:23][c:24]([O:27][CH3:28])[cH:25][cH:26]2)[c:5]2[n:6]([n:7]1)[c:8]([C:11]#[N:12])[cH:9][n:10]2.[Na+:30].[O:33]1[CH2:34][CH2:35][O:36][CH2:37][CH2:38]1.[OH-:29]>>[Cl:1][c:2]1[cH:3][c:4]([N:13]([c:14]2[cH:15][cH:16][cH:17][cH:18][cH:19]2)[CH2:20][c:21]2[cH:22][cH:23][c:24]([O:27][CH3:28])[cH:25][cH:26]2)[c:5]2[n:6]([n:7]1)[c:8]([C:11]([NH2:12])=[O:29])[cH:9][n:10]2.